Dataset: the Open Reaction Database (ORD), a public repository of structured organic reaction records. Task: describe an organic reaction: reactants, conditions, products, and yield Reactants: Cl.NN=CC1=CC=C(C=C1)C=1N=C(SC1)NC1CCN(CC1)CC(=O)OC (methyl (4-{4-[4-(aminoiminomethyl)phenyl]-1,3-thiazol-2-ylamino}piperid-1-yl)acetate hydrochloride). The solvent is Cl (hydrochloric acid). Product: Cl.Cl.Cl.NN=CC1=CC=C(C=C1)C=1N=C(SC1)NC1CCN(CC1)CC(=O)O ((4-{4-[4-(aminoiminomethyl)phenyl]-1,3-thiazol-2-ylamino}piperid-1-yl)acetic acid trihydrochloride). The yield is 96.0%. As a reaction SMILES: [ClH:1].[NH2:2][N:3]=[CH:4][C:5]1[CH:10]=[CH:9][C:8]([C:11]2[N:12]=[C:13]([NH:16][CH:17]3[CH2:22][CH2:21][N:20]([CH2:23][C:24]([O:26]C)=[O:25])[CH2:19][CH2:18]3)[S:14][CH:15]=2)=[CH:7][CH:6]=1>Cl>[ClH:1].[ClH:1].[ClH:1].[NH2:2][N:3]=[CH:4][C:5]1[CH:10]=[CH:9][C:8]([C:11]2[N:12]=[C:13]([NH:16][CH:17]3[CH2:18][CH2:19][N:20]([CH2:23][C:24]([OH:26])=[O:25])[CH2:21][CH2:22]3)[S:14][CH:15]=2)=[CH:7][CH:6]=1 |f:0.1,3.4.5.6|. Reported procedure: 1 g of methyl (4-{4-[4-(aminoiminomethyl)phenyl]-1,3-thiazol-2-ylamino}piperid-1-yl)acetate hydrochloride (EXAMPLE 1) is added to 20 ml of 6N hydrochloric acid and the reaction mixture is heated under reflux for 5 hours. The mixture is evaporated to dryness and the residue is crystallized from acetone to give white crystals which melt at 216° C.; yield: 96%. Starting materials: C#CCNc1cc(C(=O)OCC)cc(S(N)(=O)=O)c1Oc1ccccc1, C=CCNc1cc(C(=O)OCC)cc(S(N)(=O)=O)c1Oc1ccccc1. Yields the product C#CCNc1cc(C(=O)O)cc(S(N)(=O)=O)c1Oc1ccccc1. As a reaction SMILES: [CH2:1]([CH3:2])[O:3][C:4]([c:5]1[cH:6][c:7]([NH:22][CH2:23][C:24]#[CH:25])[c:8]([O:15][c:16]2[cH:17][cH:18][cH:19][cH:20][cH:21]2)[c:9]([S:11]([NH2:12])(=[O:13])=[O:14])[cH:10]1)=[O:26].[CH2:27]([O:28][C:29](=[O:30])[c:31]1[cH:32][c:33]([S:34](=[O:35])(=[O:36])[NH2:37])[c:38]([O:39][c:40]2[cH:41][cH:42][cH:43][cH:44][cH:45]2)[c:46]([NH:47][CH2:48][CH:49]=[CH2:50])[cH:51]1)[CH3:52]>>[O:3]=[C:4]([c:5]1[cH:6][c:7]([NH:22][CH2:23][C:24]#[CH:25])[c:8]([O:15][c:16]2[cH:17][cH:18][cH:19][cH:20][cH:21]2)[c:9]([S:11]([NH2:12])(=[O:13])=[O:14])[cH:10]1)[OH:26]. Starting materials: [Si](C1=CC=CC=C1)(C1=CC=CC=C1)(C(C)(C)C)OCC=1C=C(C=CC1)C(SCCC(=O)OC)SCCC(N(C)C)=O ((-)-methyl 5-(3-(t-butyldiphenylsilyloxymethyl)phenyl)-8-dimethylcarbamyl-4,6-dithiaoctanoate), [F-].C(CCC)[N+](CCCC)(CCCC)CCCC (tetra-n-butyl ammonium fluoride), C(C)(=O)OCC (Ethyl acetate). Run in C1CCOC1 (THF), C1CCOC1 (THF). Yields the product OCC=1C=C(C=CC1)C(SCCC(=O)OC)SCCC(N(C)C)=O ((-)-methyl 5-(3-(hydroxymethyl)phenyl)-8-dimethylcarbamyl-4,6-dithiaoctanoate). As a reaction SMILES: [Si]([O:18][CH2:19][C:20]1[CH:21]=[C:22]([CH:26]([S:34][CH2:35][CH2:36][C:37](=[O:41])[N:38]([CH3:40])[CH3:39])[S:27][CH2:28][CH2:29][C:30]([O:32][CH3:33])=[O:31])[CH:23]=[CH:24][CH:25]=1)(C(C)(C)C)(C1C=CC=CC=1)C1C=CC=CC=1.[F-].C([N+](CCCC)(CCCC)CCCC)CCC.C(OCC)(=O)C>C1COCC1>[OH:18][CH2:19][C:20]1[CH:21]=[C:22]([CH:26]([S:34][CH2:35][CH2:36][C:37](=[O:41])[N:38]([CH3:40])[CH3:39])[S:27][CH2:28][CH2:29][C:30]([O:32][CH3:33])=[O:31])[CH:23]=[CH:24][CH:25]=1 |f:1.2|. Reported procedure: To a solution of (-)-methyl 5-(3-(t-butyldiphenylsilyloxymethyl)phenyl)-8-dimethylcarbamyl-4,6-dithiaoctanoate (step 5) (1.377 g, 2.26 mmol.) in THF (25 mL ) a t room temperature was slowly added tetra-n-butyl ammonium fluoride (1M) in THF (2.34 mL). The solution was stirred 2 hrs at room temperature Ethyl acetate was added to the reaction mixture, and the organic layer it was washed with brine (3×), dried over sodium sulfate, filtered and evaporated to dryness. Purification by flash chromatogra... The reactants are ClC=1C=C(C=CC1)C1C(=C(NC(=C1C(NCCC(C1=CC=CC=C1)C1=CC=CC=C1)=O)COCCC1CCCCC1)C)C(=O)OCCC#N (2-cyanoethyl 4-(3-chlorophenyl)-6-(2-cyclohexylethoxymethyl)-5-(3,3-diphenylpropylcarbamoyl)-2-methyl-1,4-dihydropyridine-3-carboxylate), Cl (hydrochloric acid), O (water), [OH-].[Na+] (sodium hydroxide). Solvent: CO (methanol). Reaction conditions: time 2 hour. The product is ClC=1C=C(C=CC1)C1C(=C(NC(=C1C(NCCC(C1=CC=CC=C1)C1=CC=CC=C1)=O)COCCC1CCCCC1)C)C(=O)O (4-(3-chlorophenyl)-6-(2-cyclohexylethoxymethyl)-5-(3,3-diphenylpropylcarbamoyl)-2-methyl-1,4-dihydropyridine-3-carboxylic acid). As a reaction SMILES: [Cl:1][C:2]1[CH:3]=[C:4]([CH:8]2[C:13]([C:14](=[O:31])[NH:15][CH2:16][CH2:17][CH:18]([C:25]3[CH:30]=[CH:29][CH:28]=[CH:27][CH:26]=3)[C:19]3[CH:24]=[CH:23][CH:22]=[CH:21][CH:20]=3)=[C:12]([CH2:32][O:33][CH2:34][CH2:35][CH:36]3[CH2:41][CH2:40][CH2:39][CH2:38][CH2:37]3)[NH:11][C:10]([CH3:42])=[C:9]2[C:43]([O:45]CCC#N)=[O:44])[CH:5]=[CH:6][CH:7]=1.[OH-].[Na+].Cl.O>CO>[Cl:1][C:2]1[CH:3]=[C:4]([CH:8]2[C:13]([C:14](=[O:31])[NH:15][CH2:16][CH2:17][CH:18]([C:19]3[CH:20]=[CH:21][CH:22]=[CH:23][CH:24]=3)[C:25]3[CH:26]=[CH:27][CH:28]=[CH:29][CH:30]=3)=[C:12]([CH2:32][O:33][CH2:34][CH2:35][CH:36]3[CH2:41][CH2:40][CH2:39][CH2:38][CH2:37]3)[NH:11][C:10]([CH3:42])=[C:9]2[C:43]([OH:45])=[O:44])[CH:5]=[CH:6][CH:7]=1 |f:1.2|. Reported procedure: 0.25 g (0.37 mmol) of 2-cyanoethyl 4-(3-chlorophenyl)-6-(2-cyclohexylethoxymethyl)-5-(3,3-diphenylpropylcarbamoyl)-2-methyl-1,4-dihydropyridine-3-carboxylate was dissolved in 5 ml of methanol. 0.73 ml of 1 N aqueous sodium hydroxide solution was added to the obtained solution, and they were stirred at room temperature for 2 hours. 1 N hydrochloric acid and water were added to the reaction mixture. The precipitates thus formed were taken by the filtration and dried under reduced pressure to obtai... Reactants: C(=O)(O)[O-].[Na+] (NaHCO3), O(C1=CC=CC=C1)CC(=O)Cl (Phenoxyacetyl chloride), CC(C)(C)OC(=O)N1CC(C(CC1)O)N (3-amino-4-hydroxy-1-piperidinecarboxylic acid 1,1-dimethylethyl ester), TEA. Reported procedure: Phenoxyacetyl chloride (0.15 mL, 1.06 mmol) was added dropwise to a stirred solution of 3-amino-4-hydroxy-1-piperidinecarboxylic acid 1,1-dimethylethyl ester (0.23 g, 1.06 mmol) and TEA (0.18 mL, 1.27 mmol) in DCM (3 mL) at 0° C. The reaction mixture was stirred at room temperature for 15 minutes and a saturated solution of NaHCO3 was added. The organic layer was separated, dried (Na2SO4), filtered and the solvent evaporated in vacuo to yield 4-hydroxy-3-[(phenoxyacetyl)amino]-1-piperidinecarbox... RXN SMILES: [O:1]([CH2:8][C:9](Cl)=[O:10])[C:2]1[CH:7]=[CH:6][CH:5]=[CH:4][CH:3]=1.[CH3:12][C:13]([O:16][C:17]([N:19]1[CH2:24][CH2:23][CH:22]([OH:25])[CH:21]([NH2:26])[CH2:20]1)=[O:18])([CH3:15])[CH3:14].C([O-])(O)=O.[Na+]>C(Cl)Cl>[CH3:15][C:13]([O:16][C:17]([N:19]1[CH2:24][CH2:23][CH:22]([OH:25])[CH:21]([NH:26][C:9](=[O:10])[CH2:8][O:1][C:2]2[CH:7]=[CH:6][CH:5]=[CH:4][CH:3]=2)[CH2:20]1)=[O:18])([CH3:12])[CH3:14] |f:2.3|. The solvent is C(Cl)Cl (DCM). The product is CC(C)(C)OC(=O)N1CC(C(CC1)O)NC(COC1=CC=CC=C1)=O (4-hydroxy-3-[(phenoxyacetyl)amino]-1-piperidinecarboxylic acid 1,1-dimethylethyl ester). Conditions: time 15 minute. The yield is 96.9%.